From a dataset of the Open Reaction Database (ORD), a public repository of structured organic reaction records. describe an organic reaction: reactants, conditions, products, and yield As a reaction SMILES: [CH2:34]([Cl:35])[CH2:36][Cl:37].[CH2:49]1[O:50][CH2:51][CH2:52][CH2:53]1.[CH3:21][N:22]1[CH2:23][CH2:24][O:25][CH2:26][CH2:27]1.[CH3:54][CH2:55][O:56][C:57](=[O:58])[CH3:59].[NH2:28][c:29]1[s:30][cH:31][cH:32][n:33]1.[OH2:38].[OH2:60].[OH:39][n:40]1[c:41]2[cH:42][cH:43][cH:44][cH:45][c:46]2[n:47][n:48]1.[nH:1]1[n:2][c:3]([CH:10]=[CH:11][c:12]2[c:13]([C:14](=[O:15])[OH:16])[cH:17][cH:18][cH:19][cH:20]2)[c:4]2[cH:5][cH:6][cH:7][cH:8][c:9]12>>[nH:1]1[n:2][c:3]([CH:10]=[CH:11][c:12]2[c:13]([C:14](=[O:16])[NH:28][c:29]3[s:30][cH:31][cH:32][n:33]3)[cH:17][cH:18][cH:19][cH:20]2)[c:4]2[cH:5][cH:6][cH:7][cH:8][c:9]12. The reactants are ClCCCl, C1CCOC1, CN1CCOCC1, CCOC(C)=O, Nc1nccs1, O, O, On1nnc2ccccc21, O=C(O)c1ccccc1C=Cc1n[nH]c2ccccc12. The product is O=C(Nc1nccs1)c1ccccc1C=Cc1n[nH]c2ccccc12. Reactants: [Br-], CC1(C)CCC(N(C(=O)C(C)(C)C=O)C2CCN(C(=O)OC(C)(C)C)C2)CC1, C1CCOC1, C[Mg+]. The product is CC(O)C(C)(C)C(=O)N(C1CCC(C)(C)CC1)C1CCN(C(=O)OC(C)(C)C)C1. RXN SMILES: [Br-:29].[C:1](=[O:2])([O:3][C:4]([CH3:5])([CH3:6])[CH3:7])[N:8]1[CH2:9][CH:10]([N:13]([C:14]([C:15]([CH:16]=[O:17])([CH3:18])[CH3:19])=[O:20])[CH:21]2[CH2:22][CH2:23][C:24]([CH3:27])([CH3:28])[CH2:25][CH2:26]2)[CH2:11][CH2:12]1.[CH2:32]1[O:33][CH2:34][CH2:35][CH2:36]1.[CH3:30][Mg+:31]>>[C:1](=[O:2])([O:3][C:4]([CH3:5])([CH3:6])[CH3:7])[N:8]1[CH2:9][CH:10]([N:13]([C:14]([C:15]([CH:16]([OH:17])[CH3:30])([CH3:18])[CH3:19])=[O:20])[CH:21]2[CH2:22][CH2:23][C:24]([CH3:27])([CH3:28])[CH2:25][CH2:26]2)[CH2:11][CH2:12]1. Reactants: S1C2=C(C=C1)C(CCCC2)=O (5,6,7,8-tetrahydro-cyclohepta[b]thiophen-4-one), BrBr (bromine). The solvent is C(C)(=O)O (acetic acid), C(C)(=O)O (acetic acid). Run at temperature -5 celsius, time 1 hour. The product is BrC1=CC2=C(S1)CCCCC2=O (2-bromo-5,6,7,8-tetrahydro-4H-cyclohepta[b]thiophen-4-one). As a reaction SMILES: [S:1]1[CH:5]=[CH:4][C:3]2[C:6](=[O:11])[CH2:7][CH2:8][CH2:9][CH2:10][C:2]1=2.[Br:12]Br>C(O)(=O)C>[Br:12][C:5]1[S:1][C:2]2[CH2:10][CH2:9][CH2:8][CH2:7][C:6](=[O:11])[C:3]=2[CH:4]=1. Procedure details: To a solution of 5,6,7,8-tetrahydro-cyclohepta[b]thiophen-4-one (0.5 g, 3 mmol) in 50% aqueous acetic acid (5 mL), cooled to −5° C., was added dropwise a solution of bromine (0.15 mL) in acetic acid (3 mL). The reaction mixture was stirred at −5° C. for 1 hour and quenched into aqueous sodium acetate. The resulting precipitate was filtered off to give the title compound: 1H NMR (300 MHz, CDCl3) δ ppm 7.36 (s, 1 H), 3.01 (m, 2 H), 2.71 (m, 2H), 1.94 (m, 4 H); MS (DCI/NH3) m/z 245 (M+H)+.